Dataset: the Open Reaction Database (ORD), a public repository of structured organic reaction records. Task: describe an organic reaction: reactants, conditions, products, and yield Reactants: S1C(=NC=C1)N (thiazol-2-ylamine), ClC=1C=C(CC2=NN=C(N2COC)C2=CC=C(C=C2)S[Si](C(C)C)(C(C)C)C(C)C)C=CC1 (3-(3-chloro-benzyl)-4-methoxymethyl-5-(4-triisopropylsilanylsulfanyl-phenyl)-4H-[1,2,4]triazole), [N+](=O)([O-])[O-].[K+] (potassium nitrate), S(=O)(=O)(Cl)Cl (sulfuryl chloride). The solvent is N1=CC=CC=C1 (pyridine), C(C)#N (acetonitrile). Reaction conditions: time 1 hour. Product: ClC=1C=C(CC=2NC(=NN2)C2=CC=C(C=C2)S(=O)(=O)NC=2SC=CN2)C=CC1 (4-[5-(3-chloro-benzyl)-4H-[1,2,4]triazol-3-yl]-N-thiazol-2-yl-benzenesulfonamide). Reaction SMILES: [Cl:1][C:2]1[CH:3]=[C:4]([CH:31]=[CH:32][CH:33]=1)[CH2:5][C:6]1[N:10](COC)[C:9]([C:14]2[CH:19]=[CH:18][C:17](S[Si](C(C)C)(C(C)C)C(C)C)=[CH:16][CH:15]=2)=[N:8][N:7]=1.[N+]([O-])([O-])=O.[K+].[S:39](Cl)(Cl)(=[O:41])=[O:40].[S:44]1[CH:48]=[CH:47][N:46]=[C:45]1[NH2:49]>C(#N)C.N1C=CC=CC=1>[Cl:1][C:2]1[CH:3]=[C:4]([CH:31]=[CH:32][CH:33]=1)[CH2:5][C:6]1[NH:10][C:9]([C:14]2[CH:15]=[CH:16][C:17]([S:39]([NH:49][C:45]3[S:44][CH:48]=[CH:47][N:46]=3)(=[O:41])=[O:40])=[CH:18][CH:19]=2)=[N:8][N:7]=1 |f:1.2|. Reported procedure: To a solution of 3-(3-chloro-benzyl)-4-methoxymethyl-5-(4-triisopropylsilanylsulfanyl-phenyl)-4H-[1,2,4]triazole (0.42 mmol) in acetonitrile (5 mL) at 0° C. was added potassium nitrate (1.05 mmol) and sulfuryl chloride, and the mixture was stirred for 1 h. The inorganic precipitate was filtered and washed with acetonitrile. The organic phase was concentrated and the residue was dissolved in THF (1.3 mL). To the solution were added thiazol-2-ylamine (0.5 mmol) and excess pyridine. The mixture was... Reactants: CC1(CCNCC1)C1=CC=CC=C1 (4-methyl-4-phenyl piperidine), BrCCCNC(=O)OC(C)(C)C (3-bromo-N-tert-butoxycarbonyl-propylamine), C(=O)([O-])[O-].[K+].[K+] (K2CO3). The solvent is O1CCOCC1 (dioxane). The product is CC1(CCN(CC1)CCCNC(=O)OC(C)(C)C)C1=CC=CC=C1 (3-[4-methyl-4-phenyl-piperidin-1-yl]-N-tert-butoxycarbonyl-propylamine). Yield: 93.2%. Reaction SMILES: [CH3:1][C:2]1([C:8]2[CH:13]=[CH:12][CH:11]=[CH:10][CH:9]=2)[CH2:7][CH2:6][NH:5][CH2:4][CH2:3]1.Br[CH2:15][CH2:16][CH2:17][NH:18][C:19]([O:21][C:22]([CH3:25])([CH3:24])[CH3:23])=[O:20].C([O-])([O-])=O.[K+].[K+]>O1CCOCC1>[CH3:1][C:2]1([C:8]2[CH:13]=[CH:12][CH:11]=[CH:10][CH:9]=2)[CH2:3][CH2:4][N:5]([CH2:15][CH2:16][CH2:17][NH:18][C:19]([O:21][C:22]([CH3:23])([CH3:25])[CH3:24])=[O:20])[CH2:6][CH2:7]1 |f:2.3.4|. Procedure: To a solution of 4-methyl-4-phenyl piperidine (1.61 g, 9.2 mmol) in 100 mL dioxane was added 3-bromo-N-tert-butoxycarbonyl-propylamine (2.25 g, 9.4 mmol) and K2CO3 (3.48 g, 25.2 mmol) and the resulting suspension was heated to reflux for 10 h. The suspension was allowed to cool, filtered and the solvent was evaporated to obtain yellow residue which was purified by column chromatography (Rf=0.4, 3:1 EtOAc/MeOH) to obtain 3-[4-methyl-4-phenyl-piperidin-1-yl]-N-tert-butoxycarbonyl-propylamine as a ... The reactants are O1C=C(C=C1)C1=CC(OC2=CC(=CC=C12)SC1=CC(=CC(=C1)C1=CC=CC=C1)F)=O (4-(3-Furyl)-7-(5-phenyl-3-fluorophenylthio)coumarin), C1=CC(=CC(=C1)Cl)C(=O)OO (m-CPBA), C(Cl)Cl (CH2Cl2). Solvent: C(Cl)(Cl)Cl (CHCl3). Reaction conditions: time 2 hour. Yields the product O1C=C(C=C1)C1=CC(OC2=CC(=CC=C12)S(=O)C1=CC(=CC(=C1)C1=CC=CC=C1)F)=O (4-(3-Furyl)-7-(5-phenyl-3-fluorophenylsulfinyl)coumarin). As a reaction SMILES: [O:1]1[CH:5]=[CH:4][C:3]([C:6]2[C:15]3[C:10](=[CH:11][C:12]([S:16][C:17]4[CH:22]=[C:21]([C:23]5[CH:28]=[CH:27][CH:26]=[CH:25][CH:24]=5)[CH:20]=[C:19]([F:29])[CH:18]=4)=[CH:13][CH:14]=3)[O:9][C:8](=[O:30])[CH:7]=2)=[CH:2]1.C1C=C(Cl)C=C(C(OO)=[O:39])C=1.C(Cl)Cl>C(Cl)(Cl)Cl>[O:1]1[CH:5]=[CH:4][C:3]([C:6]2[C:15]3[C:10](=[CH:11][C:12]([S:16]([C:17]4[CH:22]=[C:21]([C:23]5[CH:28]=[CH:27][CH:26]=[CH:25][CH:24]=5)[CH:20]=[C:19]([F:29])[CH:18]=4)=[O:39])=[CH:13][CH:14]=3)[O:9][C:8](=[O:30])[CH:7]=2)=[CH:2]1. Reported procedure: To a solution of 4-(3-furyl)-7-(5-phenyl-3-fluorophenylthio)coumarin (Example 17) (106 mg) in CHCl3 (3 mL) was added m-CPBA (88 mg; 50%). After 2 h, CH2Cl2 was added and the resulting solution was washed with 10% aq. NaHSO3, saturated aq. NaHCO3, dried (MgSO4) and concentrated. Chromatography of the residue (silica gel; hexane/EtOAc (7:3)) provided the title compound as a solid. Procedure: A mixture of the crude product of 4,5-dimethoxy-2-(3,3,5,5-tetramethylcyclohexyl)phenylamine produced in Example (87c), bis(2-chloroethyl)amine hydrochloride (700 mg, 3.91 mmol) and 1,2-dichlorobenzene (10 ml) was stirred for 2 hours at an external temperature of 220° C. During the reaction, nitrogen gas was blown in several times to remove the excess hydrogen chloride gas from the reactor. The reaction mixture was cooled to room temperature, saturated aqueous solution of sodium hydrogencarbonat... Run at temperature 220 celsius, time 2 hour. Solvent: ClC1=C(C=CC=C1)Cl (1,2-dichlorobenzene). The product is COC1=CC(=C(C=C1OC)N1CCNCC1)C1CC(CC(C1)(C)C)(C)C (1-[4,5-Dimethoxy-2-(3,3,5,5-tetramethylcyclohexyl)phenyl]piperazine). RXN SMILES: [CH3:1][O:2][C:3]1[C:8]([O:9][CH3:10])=[CH:7][C:6]([NH2:11])=[C:5]([CH:12]2[CH2:17][C:16]([CH3:19])([CH3:18])[CH2:15][C:14]([CH3:21])([CH3:20])[CH2:13]2)[CH:4]=1.Cl.Cl[CH2:24][CH2:25][NH:26][CH2:27][CH2:28]Cl>ClC1C=CC=CC=1Cl>[CH3:1][O:2][C:3]1[C:8]([O:9][CH3:10])=[CH:7][C:6]([N:11]2[CH2:28][CH2:27][NH:26][CH2:25][CH2:24]2)=[C:5]([CH:12]2[CH2:17][C:16]([CH3:19])([CH3:18])[CH2:15][C:14]([CH3:21])([CH3:20])[CH2:13]2)[CH:4]=1 |f:1.2|. The reactants are crude product, COC1=CC(=C(C=C1OC)N)C1CC(CC(C1)(C)C)(C)C (4,5-dimethoxy-2-(3,3,5,5-tetramethylcyclohexyl)phenylamine), Cl.ClCCNCCCl (bis(2-chloroethyl)amine hydrochloride). Starting materials: C(C1=CC=CC=C1)N1C=CC=2C(CC(CC12)C1=CC=CC=C1)=O (1-benzyl-6-phenyl-4,5,6,7-tetrahydroindol-4-one), C(=N)(N)NN.Cl (aminoguanidine hydrochloride), Cl (hydrochloric acid), O (water). Run in C(C)O (ethanol). Yields the product Cl.C(C1=CC=CC=C1)N1C=CC=2C(CC(CC12)C1=CC=CC=C1)=NNC(=N)N (1-benzyl-4-guanidinoimino-6-phenyl-4,5,6,7-tetrahydroindole hydrochloride). The yield is 64.1%. RXN SMILES: [CH2:1]([N:8]1[C:16]2[CH2:15][CH:14]([C:17]3[CH:22]=[CH:21][CH:20]=[CH:19][CH:18]=3)[CH2:13][C:12](=O)[C:11]=2[CH:10]=[CH:9]1)[C:2]1[CH:7]=[CH:6][CH:5]=[CH:4][CH:3]=1.[C:24]([NH:27][NH2:28])([NH2:26])=[NH:25].[ClH:29].Cl.O>C(O)C>[ClH:29].[CH2:1]([N:8]1[C:16]2[CH2:15][CH:14]([C:17]3[CH:22]=[CH:21][CH:20]=[CH:19][CH:18]=3)[CH2:13][C:12](=[N:28][NH:27][C:24]([NH2:26])=[NH:25])[C:11]=2[CH:10]=[CH:9]1)[C:2]1[CH:7]=[CH:6][CH:5]=[CH:4][CH:3]=1 |f:1.2,6.7|. Procedure: A mixture of 1-benzyl-6-phenyl-4,5,6,7-tetrahydroindol-4-one (0.8 g), aminoguanidine hydrochloride (0.32 g), concentrated hydrochloric acid (0.13 ml), water (0.13 ml) and ethanol (50 ml) was refluxed for 30 minutes. Under reduced pressure, the solvent was evaporated, and the residue was washed with water and dissolved in ethanol. To the solution was added a solution of 4N hydrochloric acid-ethyl acetate (1 ml), and the mixture was concentrated. The residue was recrystallized from ethanol to give...